From a dataset of the Open Reaction Database (ORD), a public repository of structured organic reaction records. describe an organic reaction: reactants, conditions, products, and yield The reactants are C(C(=O)Cl)(=O)Cl (oxalyl chloride), BrC=1C(=C(C(=O)O)C=CC1)F (3-bromo-2-fluorobenzoic acid), C(=O)(O)[O-].[Na+] (NaHCO3), FC(OC1=CC=C(N)C=C1)(F)F (4-(trifluoromethoxy)aniline), CCN(C(C)C)C(C)C (DIPEA). Solvent: C(Cl)Cl (DCM), C(Cl)Cl (DCM), CN(C)C=O (DMF). Run at time 2 hour. Product: BrC=1C(=C(C(=O)NC2=CC=C(C=C2)OC(F)(F)F)C=CC1)F (3-Bromo-2-fluoro-N-(4-(trifluoromethoxy)phenyl)benzamide). RXN SMILES: C(Cl)(=O)C(Cl)=O.[Br:7][C:8]1[C:9]([F:17])=[C:10]([CH:14]=[CH:15][CH:16]=1)[C:11]([OH:13])=O.[F:18][C:19]([F:29])([F:28])[O:20][C:21]1[CH:27]=[CH:26][C:24]([NH2:25])=[CH:23][CH:22]=1.CCN(C(C)C)C(C)C.C([O-])(O)=O.[Na+]>C(Cl)Cl.CN(C=O)C>[Br:7][C:8]1[C:9]([F:17])=[C:10]([CH:14]=[CH:15][CH:16]=1)[C:11]([NH:25][C:24]1[CH:26]=[CH:27][C:21]([O:20][C:19]([F:18])([F:28])[F:29])=[CH:22][CH:23]=1)=[O:13] |f:4.5|. Procedure: A solution of oxalyl chloride (0.657 mL, 7.50 mmol) in DCM (10 mL) and of DMF (0.01 mL) were added to a suspension of 3-bromo-2-fluorobenzoic acid (1.095 g, 5 mmol) in DCM (10 mL) and the RM was stirred for at RT for 2 h. The solvent was evaporated off under reduced pressure. The residue was dissolved in DCE (10 mL), treated dropwise with a solution of 4-(trifluoromethoxy)aniline (0.744 mL, 5.50 mmol) and DIPEA (1.747 mL, 10.00 mmol) and the RM was stirred for at RT for 1 h. The RM was treated w... Starting materials: NC(CCN1CCCCC1)C1=CC=CC=C1 (1-(3-amino-3-phenylpropyl)piperidine), N1=C(CC(=O)O)C=CC2=CC=CC=C12 (quinaldinic acid), C1CC(=O)N(C1=O)O (1-hydroxysuccinimide), C1(CCCCC1)N=C=NC1CCCCC1 (N,N'-dicyclohexylcarbodiimide). Procedure: To a suspension of 866 mg (5.0 mmol.) of quinaldinic acid and 576 mg (5.0 mmol.) of 1-hydroxysuccinimide in 20 ml of ethyl acetate was dropwise added over a period of 5-10 min. under chilling with ice a solution of 1.09 g (5.0 mmol.) of N,N'-dicyclohexylcarbodiimide. After the addition was complete, the mixture was stirred for 2 hours at room temperature. To this mixture was dropwise added a solution of 1.09 g (5.0 mmol.) of 1-(3-amino-3-phenylpropyl)piperidine in 5 ml of ethyl acetate. After th... RXN SMILES: [N:1]1[C:14]2[C:9](=[CH:10][CH:11]=[CH:12][CH:13]=2)[CH:8]=[CH:7][C:2]=1[CH2:3][C:4]([OH:6])=O.C1C(=O)N(O)C(=O)C1.C1(N=C=NC2CCCCC2)CCCCC1.[NH2:38][CH:39]([C:48]1[CH:53]=[CH:52][CH:51]=[CH:50][CH:49]=1)[CH2:40][CH2:41][N:42]1[CH2:47][CH2:46][CH2:45][CH2:44][CH2:43]1>C(OCC)(=O)C>[C:48]1([CH:39]([NH:38][C:4]([CH2:3][C:2]2[CH:7]=[CH:8][C:9]3[C:14](=[CH:13][CH:12]=[CH:11][CH:10]=3)[N:1]=2)=[O:6])[CH2:40][CH2:41][N:42]2[CH2:47][CH2:46][CH2:45][CH2:44][CH2:43]2)[CH:49]=[CH:50][CH:51]=[CH:52][CH:53]=1. Conditions: time 2 hour. The product is C1(=CC=CC=C1)C(CCN1CCCCC1)NC(=O)CC1=NC2=CC=CC=C2C=C1 (N-(1-phenyl-3-piperidinopropyl)quinaldinamide). Run in C(C)(=O)OCC (ethyl acetate), C(C)(=O)OCC (ethyl acetate). The yield is 88.8%. Reactants: C1(=CC=CC=C1)P(CCCP(C1=CC=CC=C1)C1=CC=CC=C1)C1=CC=CC=C1 (1,3-bis(diphenylphosphino)propane), N#N (N2), BrC=1C=C2CC[C@@H](C2=CC1)N1CCN(CC1)C (1-((1S)-5-Bromo-2,3-dihydro-1H-inden-1-yl)-4-methylpiperazine), C(C)O (ethanol), CS(=O)C (DMSO), N#N (N2). The reagents and catalysts are C(C)(=O)[O-].[Pd+2].C(C)(=O)[O-] (palladium acetate). Run in C(C)N(CC)CC (triethylamine). Reaction conditions: temperature 90 celsius, time 2 day. Yields the product CN1CCN(CC1)[C@H]1CCC2=CC(=CC=C12)C(=O)OCC (Ethyl (1S)-1-(4-Methylpiperazin-1-yl)-2,3-dihydro-1H-indene-5-carboxylate). Yield: 60.0%. RXN SMILES: Br[C:2]1[CH:3]=[C:4]2[C:8](=[CH:9][CH:10]=1)[C@@H:7]([N:11]1[CH2:16][CH2:15][N:14]([CH3:17])[CH2:13][CH2:12]1)[CH2:6][CH2:5]2.CS(C)=[O:20].N#N.C1(P([C:47]2[CH:52]=CC=CC=2)CCCP(C2C=CC=CC=2)C2C=CC=CC=2)C=CC=CC=1.[CH2:53]([OH:55])C>C([O-])(=O)C.[Pd+2].C([O-])(=O)C.C(N(CC)CC)C>[CH3:17][N:14]1[CH2:15][CH2:16][N:11]([C@@H:7]2[C:8]3[C:4](=[CH:3][C:2]([C:53]([O:55][CH2:52][CH3:47])=[O:20])=[CH:10][CH:9]=3)[CH2:5][CH2:6]2)[CH2:12][CH2:13]1 |f:5.6.7|. Reported procedure: 1-((1S)-5-Bromo-2,3-dihydro-1H-inden-1-yl)-4-methylpiperazine (29.6 g, 100 mmol) was dissolved in 300 mL of ethanol, 30 mL of DMSO and 42 mL of triethylamine. The system was vacuumized and charged with N2. After palladium acetate (2.4 g, 10 mmol) and 1,3-bis(diphenylphosphino)propane (3.3 g, 10 mmol) were added, the system was vacuumized and charged with N2. After being vacuumized once again, the mixture was stirred at 90° C. for 2 days under CO. After being cooled to the room temperature, the s... The reactants are C(C)OC(=O)C=1N(C(=C(C1I)C#N)CC)C (4-cyano-5-ethyl-3-iodo-1-methyl-1H-pyrrole-2-carboxylic acid ethyl ester), FC1=C(OC2=CC=C(C=C2)B2OC(C(O2)(C)C)(C)C)C=CC(=C1)F (2-[4-(2,4-difluoro-phenoxy)-phenyl]-4,4,5,5-tetramethyl-[1,3,2]-dioxaborolane). Product: final title compound, C(C)OC(=O)C=1N(C(=C(C1C1=CC=C(C=C1)OC1=C(C=C(C=C1)F)F)C#N)CC)C (4-cyano-5-ethyl-3-[4-(2,4-difluoro-phenoxy)-phenyl]-1-methyl-1H-pyrole-2-carboxylic acid ethyl ester). Reaction SMILES: [CH2:1]([O:3][C:4]([C:6]1[N:7]([CH3:16])[C:8]([CH2:14][CH3:15])=[C:9]([C:12]#[N:13])[C:10]=1I)=[O:5])[CH3:2].[F:17][C:18]1[CH:39]=[C:38]([F:40])[CH:37]=[CH:36][C:19]=1[O:20][C:21]1[CH:26]=[CH:25][C:24](B2OC(C)(C)C(C)(C)O2)=[CH:23][CH:22]=1>>[CH2:1]([O:3][C:4]([C:6]1[N:7]([CH3:16])[C:8]([CH2:14][CH3:15])=[C:9]([C:12]#[N:13])[C:10]=1[C:24]1[CH:23]=[CH:22][C:21]([O:20][C:19]2[CH:36]=[CH:37][C:38]([F:40])=[CH:39][C:18]=2[F:17])=[CH:26][CH:25]=1)=[O:5])[CH3:2]. Reported procedure: Prepare the title compound in the manner analogous to the procedure set fourth in the final step of example E-227 using 4-cyano-5-ethyl-3-iodo-1-methyl-1H-pyrrole-2-carboxylic acid ethyl ester (prepared in preparation 38) and 2-[4-(2,4-difluoro-phenoxy)-phenyl]-4,4,5,5-tetramethyl-[1,3,2]-dioxaborolane. Purify the material by silica gel chromatography (Chromatotron™) eluting with hexane/ethyl acetate 4:1 to provide the final title compound, 4-cyano-5-ethyl-3-[4-(2,4-difluoro-phenoxy)-phenyl]-1-m... The reactants are C(C)(=O)OC1=CC(=CC2=CC=CC=C12)S(=O)(=O)Cl (4-Acetoxy-2-naphthalenesulfonyl chloride), C12CNCC(CC1)CC2 (3-azabicyclo[3.2.2]nonane). The solvent is N1=CC=CC=C1 (pyridine), C(Cl)(Cl)Cl (CHCl3). Yields the product C(C)(=O)OC1=CC(=CC2=CC=CC=C12)S(=O)(=O)N1CC2CCC(C1)CC2 (3-(1-Acetoxy-3-naphthylsulfonyl)-3-azabicyclo[3.2.2]nonane). Isolated yield 63.1%. RXN SMILES: [C:1]([O:4][C:5]1[C:14]2[C:9](=[CH:10][CH:11]=[CH:12][CH:13]=2)[CH:8]=[C:7]([S:15](Cl)(=[O:17])=[O:16])[CH:6]=1)(=[O:3])[CH3:2].[CH:19]12[CH2:27][CH2:26][CH:23]([CH2:24][CH2:25]1)[CH2:22][NH:21][CH2:20]2>C(Cl)(Cl)Cl.N1C=CC=CC=1>[C:1]([O:4][C:5]1[C:14]2[C:9](=[CH:10][CH:11]=[CH:12][CH:13]=2)[CH:8]=[C:7]([S:15]([N:21]2[CH2:22][CH:23]3[CH2:26][CH2:27][CH:19]([CH2:25][CH2:24]3)[CH2:20]2)(=[O:17])=[O:16])[CH:6]=1)(=[O:3])[CH3:2]. Reported procedure: 4-Acetoxy-2-naphthalenesulfonyl chloride (861 mg, 3.02 mmol) and 3-azabicyclo[3.2.2]nonane (379 mg, 3.02 mmol) were combined in CHCl3 (20 ml) and pyridine (20 ml), and the mixture was stirred at room temperature for 15 hours. At this time, the solvent was evaporated under reduced pressure and the residue was partitioned between EtOAc and 1N aqueous HCl. The EtOAc was then washed with saturated aqueous NaHCO3, dried over Na2SO4 and concentrated. The residue was purified by flash chromatography us...